From a dataset of the Open Reaction Database (ORD), a public repository of structured organic reaction records. describe an organic reaction: reactants, conditions, products, and yield Starting materials: N1C=CC=2C1=NC=CC2 (pyrrolo[2,3-b]-pyridine), [H-].[Na+] (NaH), O (Water), C1(=CC=CC=C1)S(=O)(=O)Cl (benzenesulfonyl chloride). The solvent is O1CCCC1 (tetrahydrofuran). Reaction conditions: temperature 0 celsius, time 1 hour. The product is C1(=CC=CC=C1)S(=O)(=O)N1C=CC=2C1=NC=CC2 (1-(benzenesulfonyl)-1H-pyrrolo[2,3-b]pyridine). RXN SMILES: [NH:1]1[C:5]2=[N:6][CH:7]=[CH:8][CH:9]=[C:4]2[CH:3]=[CH:2]1.[H-].[Na+].[C:12]1([S:18](Cl)(=[O:20])=[O:19])[CH:17]=[CH:16][CH:15]=[CH:14][CH:13]=1.O>O1CCCC1>[C:12]1([S:18]([N:1]2[C:5]3=[N:6][CH:7]=[CH:8][CH:9]=[C:4]3[CH:3]=[CH:2]2)(=[O:20])=[O:19])[CH:17]=[CH:16][CH:15]=[CH:14][CH:13]=1 |f:1.2|. Reported procedure: To a stirred solution of pyrrolo[2,3-b]-pyridine (1.0 g, 8.46 mmol) in tetrahydrofuran (15 mL) at room temperature (rt) was added NaH (280 mg of an 80% dispersion in oil, 9.31 mmol) in portions. After 20 min the solution was cooled to 0° C. and benzenesulfonyl chloride (1.13 mL, 8.88 mmol) was added over 10 min. After 30 min the reaction mixture was warmed to rt and stirred for 1 h. Water (30 mL) was added and the mixture was extracted with EtOAc (40 mL). The organic layer was washed with 5% aqu... Starting materials: C(C1=CC=CC=C1)OC1=C2C=CNC2=CC=C1 (4-benzyloxyindole), [OH-].[Na+] (sodium hydroxide), FC1=C(C=CC=C1)S(=O)(=O)Cl (2-fluorobenzenesulfonyl chloride), [OH-].[Na+] (sodium hydroxide), FC1=C(C=CC=C1)S(=O)(=O)Cl (2-fluorobenzenesulfonyl chloride). Reagents/catalysts: S(=O)(=O)(O)[O-].C(CCC)[N+](CCCC)(CCCC)CCCC (tetrabutylammonium hydrogen sulfate). The solvent is ClCCl (dichloromethane). Conditions: time 18 hour. Product: C(C1=CC=CC=C1)OC1=C2C=CN(C2=CC=C1)S(=O)(=O)C1=C(C=CC=C1)F (4-benzyloxy-1-(2-fluorobenzenesulfonyl)-1H-indole). Yield: 90.8%. RXN SMILES: [CH2:1]([O:8][C:9]1[CH:17]=[CH:16][CH:15]=[C:14]2[C:10]=1[CH:11]=[CH:12][NH:13]2)[C:2]1[CH:7]=[CH:6][CH:5]=[CH:4][CH:3]=1.[OH-].[Na+].[F:20][C:21]1[CH:26]=[CH:25][CH:24]=[CH:23][C:22]=1[S:27](Cl)(=[O:29])=[O:28]>S([O-])(O)(=O)=O.C([N+](CCCC)(CCCC)CCCC)CCC.ClCCl>[CH2:1]([O:8][C:9]1[CH:17]=[CH:16][CH:15]=[C:14]2[C:10]=1[CH:11]=[CH:12][N:13]2[S:27]([C:22]1[CH:23]=[CH:24][CH:25]=[CH:26][C:21]=1[F:20])(=[O:29])=[O:28])[C:2]1[CH:3]=[CH:4][CH:5]=[CH:6][CH:7]=1 |f:1.2,4.5|. Procedure details: To a magnetically stirred mixture of 4-benzyloxyindole (13.80 g, 0.062 mol), tetrabutylammonium hydrogen sulfate (1.05 g, 0.0031 mol) and finely ground sodium hydroxide (2.72 g, 0.068 mol) in 100 mL of dichloromethane at 0° C., was added 2-fluorobenzenesulfonyl chloride (13.25 g, 0.068 mol). After 18 hours stirring at ambient temperature, 2-fluorobenzenesulfonyl chloride (3.96 g, 0.020 mol) and finely ground sodium hydroxide (0.82 g, 0.020) were added. One hour later, the reaction mixture was wa... Starting materials: BrC(C(=O)OC)C1=CC=C(C=C1)I (methyl α-bromo-α-(p-iodophenyl)acetate), C[O-].[Na+] (sodium methylate), [I-].[K+] (potassium iodide), ClC1=CC=C(C=C1)O (4-chlorophenol). The solvent is C1=CC=CC=C1 (benzene), O (water), CO (methanol). Product: ClC1=CC=C(OC(C(=O)OC)C2=CC=C(C=C2)I)C=C1 (Methyl α-(p-chlorophenoxy)-α-(p-iodophenyl)acetate). Reaction SMILES: C[O-].[Na+].[Cl:4][C:5]1[CH:10]=[CH:9][C:8]([OH:11])=[CH:7][CH:6]=1.[I-].[K+].Br[CH:15]([C:20]1[CH:25]=[CH:24][C:23]([I:26])=[CH:22][CH:21]=1)[C:16]([O:18][CH3:19])=[O:17]>CO.C1C=CC=CC=1.O>[Cl:4][C:5]1[CH:10]=[CH:9][C:8]([O:11][CH:15]([C:20]2[CH:21]=[CH:22][C:23]([I:26])=[CH:24][CH:25]=2)[C:16]([O:18][CH3:19])=[O:17])=[CH:7][CH:6]=1 |f:0.1,3.4|. Procedure details: To a mixture of 2.38 g of sodium methylate in 80 ml of methanol is added 6.42 g of 4-chlorophenol and a few crystals of potassium iodide. After 1/2 hour of stirring a solution of 14.2 g of methyl α-bromo-α-(p-iodophenyl)acetate in 6 ml of benzene is added. The mixture is refluxed overnight. After cooling to room temperature, the mixture is added to 200 ml of water and extracted with two 50 ml portions of chloroform. The combined organic layers are washed with 50 ml of 5% NaOH, 50 ml of H2O, 50 m...